Dataset: the Open Reaction Database (ORD), a public repository of structured organic reaction records. Task: describe an organic reaction: reactants, conditions, products, and yield RXN SMILES: [CH3:1][O:2][c:3]1[cH:4][cH:5][c:6]([CH2:7][c:8]2[c:9]([C:10](=[O:11])[O-:12])[cH:13][cH:14][cH:15][c:16]2[O:17][C:18]([CH:19]([NH:20][C:21](=[O:22])[O:23][CH2:24][c:25]2[cH:26][cH:27][cH:28][cH:29][cH:30]2)[CH:31]([CH3:32])[CH3:33])=[O:34])[cH:35][cH:36]1.[Cl:44][CH2:45][Cl:46].[OH:37][C:38]([C:39]([F:40])([F:41])[F:42])=[O:43]>>[cH:8]1[c:9]([C:10](=[O:11])[OH:12])[cH:13][cH:14][cH:15][c:16]1[O:17][C:18]([CH:19]([NH:20][C:21](=[O:22])[O:23][CH2:24][c:25]1[cH:26][cH:27][cH:28][cH:29][cH:30]1)[CH:31]([CH3:32])[CH3:33])=[O:34]. The product is CC(C)C(NC(=O)OCc1ccccc1)C(=O)Oc1cccc(C(=O)O)c1. Reactants: COc1ccc(Cc2c(OC(=O)C(NC(=O)OCc3ccccc3)C(C)C)cccc2C(=O)[O-])cc1, ClCCl, O=C(O)C(F)(F)F.